From a dataset of the Open Reaction Database (ORD), a public repository of structured organic reaction records. describe an organic reaction: reactants, conditions, products, and yield Reactants: C(C1=CC=CC=C1)OC(=O)N1CCC(CC1)N(CCC(=O)O)C(=O)OC(C)(C)C (N-{1-[(benzyloxy)carbonyl]piperidin-4-yl}-N-(tert-butoxycarbonyl)-β-alanine), CCN=C=NCCCN(C)C (WSC), C=1C=CC2=C(C1)N=NN2O (HOBt), N (NH3). The solvent is CN(C)C=O (DMF). Product: NC(CCN(C1CCN(CC1)C(=O)OCC1=CC=CC=C1)C(=O)OC(C)(C)C)=O (Benzyl 4-[(3-amino-3-oxopropyl)(tert-butoxycarbonyl)amino]piperidin-1-carboxylate). Yield: 83.5%. As a reaction SMILES: [CH2:1]([O:8][C:9]([N:11]1[CH2:16][CH2:15][CH:14]([N:17]([C:23]([O:25][C:26]([CH3:29])([CH3:28])[CH3:27])=[O:24])[CH2:18][CH2:19][C:20]([OH:22])=O)[CH2:13][CH2:12]1)=[O:10])[C:2]1[CH:7]=[CH:6][CH:5]=[CH:4][CH:3]=1.CC[N:32]=C=NCCCN(C)C.C1C=CC2N(O)N=NC=2C=1.N>CN(C=O)C>[NH2:32][C:20](=[O:22])[CH2:19][CH2:18][N:17]([C:23]([O:25][C:26]([CH3:27])([CH3:29])[CH3:28])=[O:24])[CH:14]1[CH2:13][CH2:12][N:11]([C:9]([O:8][CH2:1][C:2]2[CH:7]=[CH:6][CH:5]=[CH:4][CH:3]=2)=[O:10])[CH2:16][CH2:15]1. Procedure: A solution of N-{1-[(benzyloxy)carbonyl]piperidin-4-yl}-N-(tert-butoxycarbonyl)-β-alanine (4.06 g) obtained in Example 45b), WSC (1.92 g) and HOBt.NH3 (1.52 g) in DMF (40 mL) was stirred overnight at room temperature, and DMF was distilled off under reduced pressure. The residue was diluted with dichloromethane, washed with an aqueous saturated sodium bicarbonate solution and saturated saline solution, dried over anhydrous magnesium sulfate, and concentrated under reduced pressure. The residue w... The reactants are N#CC1(c2ccccc2)CCN(Cc2ccccc2)CC1, Cc1ccccc1, CC(=O)O, [Na+], [OH-], O, O=S(=O)(O)O. Product: NC(=O)C1(c2ccccc2)CCN(Cc2ccccc2)CC1. RXN SMILES: [CH2:1]([c:2]1[cH:3][cH:4][cH:5][cH:6][cH:7]1)[N:8]1[CH2:9][CH2:10][C:11]([c:14]2[cH:15][cH:16][cH:17][cH:18][cH:19]2)([C:20]#[N:21])[CH2:12][CH2:13]1.[CH3:30][c:31]1[cH:32][cH:33][cH:34][cH:35][cH:36]1.[CH3:37][C:38](=[O:39])[OH:40].[Na+:23].[OH-:22].[OH2:29].[S:24]([OH:25])(=[O:26])(=[O:27])[OH:28]>>[CH2:1]([c:2]1[cH:3][cH:4][cH:5][cH:6][cH:7]1)[N:8]1[CH2:9][CH2:10][C:11]([c:14]2[cH:15][cH:16][cH:17][cH:18][cH:19]2)([C:20]([NH2:21])=[O:25])[CH2:12][CH2:13]1. Starting materials: FC1=CC=C(CBr)C=C1 (p-fluorobenzyl bromide), ClC=1C=C2C=3C(CCCC3NC2=CC1)=O (6-Chloro-1,2,3,9-tetrahydro-4H-carbazol-4-one), CCCCC (pentane), [H-].[Na+] (NaH). Solvent: CN(C)C=O (DMF), CN(C)C=O (DMF). Procedure details: 6-Chloro-1,2,3,9-tetrahydro-4H-carbazol-4-one (0.4042 g, 0.0018 mol) is added to a slurry of pentane-washed NaH (0.091 g, 0.0023 mol) in DMF (2 mL) and after stirring for 20 min, p-fluorobenzyl bromide (0.28 mL, 0.0023 mol) is added. Additional DMF (1 mL) is added and the mixture is stirred for 4 h, at which time the mixture is partitioned between aq. sodium bicarbonate and ethyl acetate. The combined organic layers are washed with water, dried over sodium sulfate and concentrated to dryness. Th... The product is ClC=1C=C2C=3C(CCCC3N(C2=CC1)CC1=CC=C(C=C1)F)=O (6-Chloro-9-(4-fluorobenzyl)-1,2,3,9-tetrahydro-4H-carbazol-4-one). Run at time 20 minute. RXN SMILES: [Cl:1][C:2]1[CH:3]=[C:4]2[C:12](=[CH:13][CH:14]=1)[NH:11][C:10]1[CH2:9][CH2:8][CH2:7][C:6](=[O:15])[C:5]2=1.CCCCC.[H-].[Na+].[F:23][C:24]1[CH:31]=[CH:30][C:27]([CH2:28]Br)=[CH:26][CH:25]=1>CN(C=O)C>[Cl:1][C:2]1[CH:3]=[C:4]2[C:12](=[CH:13][CH:14]=1)[N:11]([CH2:28][C:27]1[CH:30]=[CH:31][C:24]([F:23])=[CH:25][CH:26]=1)[C:10]1[CH2:9][CH2:8][CH2:7][C:6](=[O:15])[C:5]2=1 |f:2.3|. Yield: 93.5%. Reactants: CC1=C(OC(C[C@H](N)C(=O)O)C(=O)O)C=CC=C1 (4-(2-methylphenoxy)glutamic acid), CCOC(=O)/N=N/C(=O)OCC (diethylazodicarboxylate), C1(=CC=CC=C1)P(C1=CC=CC=C1)C1=CC=CC=C1 (triphenylphosphine), OC1=CC=C(C=C1)CCCCCCC1=CC=CC=C1 (1-(4-hydroxyphenyl)-6-phenylhexane). Run in CCCCCC (Hexane), O1CCCC1 (tetrahydrofuran), O1CCCC1 (tetrahydrofuran), C(C)OCC (diethyl ether), C(C)OCC (Diethyl ether), C(Cl)Cl (methylene chloride). Reaction conditions: time 24 hour. Product: C(CCCCC)C1=CC=CC=C1C1=CC=C(OC2C(NC(C2)C(=O)OC)=O)C=C1 (methyl 3-(4-(6-hexylphenyl)phenoxy)-2-pyrrolidone-5-carboxylate). The yield is 69.3%. As a reaction SMILES: C[C:2]1[CH:18]=[CH:17][CH:16]=[CH:15][C:3]=1[O:4][CH:5]([C:12]([OH:14])=O)[CH2:6][C@@H:7]([C:9]([OH:11])=[O:10])[NH2:8].[C:19]1(P(C2C=CC=CC=2)C2C=CC=CC=2)C=CC=CC=1.O[C:39]1[CH:44]=[CH:43][C:42]([CH2:45][CH2:46][CH2:47][CH2:48][CH2:49][CH2:50]C2C=CC=CC=2)=[CH:41][CH:40]=1.CCOC(/N=N/C(OCC)=O)=O>O1CCCC1.C(Cl)Cl.C(OCC)C.CCCCCC>[CH2:45]([C:42]1[C:41]([C:17]2[CH:18]=[CH:2][C:3]([O:4][CH:5]3[CH2:6][CH:7]([C:9]([O:11][CH3:19])=[O:10])[NH:8][C:12]3=[O:14])=[CH:15][CH:16]=2)=[CH:40][CH:39]=[CH:44][CH:43]=1)[CH2:46][CH2:47][CH2:48][CH2:49][CH3:50]. Procedure: A mixture of the compound prepared as described in Example 4 (3.612 g), triphenylphosphine (6.759 g), and 1-(4-hydroxyphenyl)-6-phenylhexane (6.5555 g) in tetrahydrofuran (32 ml) was cooled to approximately 1-2 C, and treated with a solution of diethylazodicarboxylate (4.080 g) in tetrahydrofuran (10 ml) over a seventeen minute period. After the addition was complete, the reaction suspension was allowed to warm to room temperature. After about 24 hours, the resulting brown solution was concentra...